Dataset: the Open Reaction Database (ORD), a public repository of structured organic reaction records. Task: describe an organic reaction: reactants, conditions, products, and yield The reactants are [BH4-], C1CCOC1, CO, COC(=O)c1csc(C=O)c1, Cl, [Na+]. Yields the product COC(=O)c1csc(CO)c1. As a reaction SMILES: [BH4-:17].[CH2:12]1[O:13][CH2:14][CH2:15][CH2:16]1.[CH3:20][OH:21].[CH:1](=[O:2])[c:3]1[cH:4][c:5]([C:8](=[O:9])[O:10][CH3:11])[cH:6][s:7]1.[ClH:19].[Na+:18]>>[CH2:1]([OH:2])[c:3]1[cH:4][c:5]([C:8](=[O:9])[O:10][CH3:11])[cH:6][s:7]1. Reactants: [H-].[Na+] (Sodium hydride), CN(C)C=O (DMF), BrC1=C(C=C(C(=O)OCC)C=C1O)O (ethyl 4-bromo-3,5-dihydroxybenzoate), ICC (Iodoethane). Run in O (Water). Conditions: time 30 minute. The product is BrC1=C(C=C(C(=O)OCC)C=C1O)OCC (Ethyl 4-bromo-3-ethoxy-5-hydroxybenzoate). RXN SMILES: [H-].[Na+].CN(C=O)C.[Br:8][C:9]1[C:19]([OH:20])=[CH:18][C:12]([C:13]([O:15][CH2:16][CH3:17])=[O:14])=[CH:11][C:10]=1[OH:21].I[CH2:23][CH3:24]>O>[Br:8][C:9]1[C:10]([OH:21])=[CH:11][C:12]([C:13]([O:15][CH2:16][CH3:17])=[O:14])=[CH:18][C:19]=1[O:20][CH2:23][CH3:24] |f:0.1|. Procedure: Sodium hydride (60% oil, 3.86 g) was added to a DMF (100 mL) solution of ethyl 4-bromo-3,5-dihydroxybenzoate (12.3 g), and the mixture was stirred at 00° C. for 30 minutes in a nitrogen atmosphere. Iodoethane (4.15 mL) was added to the reaction mixture, and the mixture was stirred at room temperature for 2 hours. Water was added to the reaction mixture, followed by extraction with ethyl acetate. The obtained organic layer was washed with saturated saline and dried over anhydrous magnesium sulfat...